Dataset: the Open Reaction Database (ORD), a public repository of structured organic reaction records. Task: describe an organic reaction: reactants, conditions, products, and yield Reactants: Cl (HCl), C(N)(=O)C=1C=CC(=NC1)C=1C=C2C(CC3(CCN(CC3)C(=O)OC(C)(C)C)OC2=CC1)=O (tert-butyl 6-(5-carbamoylpyridin-2-yl)-4-oxospiro[chroman-2,4′-piperidine]-1′-carboxylate), CCOCC (Et2O). Solvent: O1CCOCC1 (dioxane), O1CCOCC1 (dioxane). Run at time 18 hour. Yields the product Cl.Cl.O=C1CC2(CCNCC2)OC2=CC=C(C=C12)C1=NC=C(C(=O)N)C=C1 (6-(4-Oxospiro[chroman-2,4′-piperidin]-6-yl)nicotinamide dihydrochloride). Reaction SMILES: [C:1]([C:4]1[CH:5]=[CH:6][C:7]([C:10]2[CH:11]=[C:12]3[C:29](=[CH:30][CH:31]=2)[O:28][C:15]2([CH2:20][CH2:19][N:18](C(OC(C)(C)C)=O)[CH2:17][CH2:16]2)[CH2:14][C:13]3=[O:32])=[N:8][CH:9]=1)(=[O:3])[NH2:2].[ClH:33].CCOCC>O1CCOCC1>[ClH:33].[ClH:33].[O:32]=[C:13]1[C:12]2[C:29](=[CH:30][CH:31]=[C:10]([C:7]3[CH:6]=[CH:5][C:4]([C:1]([NH2:2])=[O:3])=[CH:9][N:8]=3)[CH:11]=2)[O:28][C:15]2([CH2:20][CH2:19][NH:18][CH2:17][CH2:16]2)[CH2:14]1 |f:4.5.6|. Procedure: To a suspension of tert-butyl 6-(5-carbamoylpyridin-2-yl)-4-oxospiro[chroman-2,4′-piperidine]-1′-carboxylate in dioxane (125 ml) was added 4N HCl in dioxane (125 ml) and the mixture was stirred for 18 h. After Et2O was added to the mixture, the resulted precipitate was collected by aeration, washed with Et2O to give intended compound as a colorless solid. Reactants: C1CCOC1, ClCCl, O=[Mn]=O, OCc1ccc(-c2nc3ccccc3[nH]2)cc1. Yields the product O=Cc1ccc(-c2nc3ccccc3[nH]2)cc1. As a reaction SMILES: [CH2:21]1[O:22][CH2:23][CH2:24][CH2:25]1.[Cl:18][CH2:19][Cl:20].[O:26]=[Mn:27]=[O:28].[n:1]1[c:2](-[c:10]2[cH:11][cH:12][c:13]([CH2:14][OH:15])[cH:16][cH:17]2)[nH:3][c:4]2[c:5]1[cH:6][cH:7][cH:8][cH:9]2>>[n:1]1[c:2](-[c:10]2[cH:11][cH:12][c:13]([CH:14]=[O:15])[cH:16][cH:17]2)[nH:3][c:4]2[c:5]1[cH:6][cH:7][cH:8][cH:9]2. Starting materials: CI, CO, [Na+], [OH-], O=c1[nH]c2cccnc2n1-c1ccncc1. Yields the product Cn1c(=O)n(-c2ccncc2)c2ncccc21. Reaction SMILES: [CH3:19][I:20].[CH3:21][OH:22].[Na+:2].[OH-:1].[n:3]1[cH:4][cH:5][c:6](-[n:9]2[c:10](=[O:18])[nH:11][c:12]3[c:13]2[n:14][cH:15][cH:16][cH:17]3)[cH:7][cH:8]1>>[n:3]1[cH:4][cH:5][c:6](-[n:9]2[c:10](=[O:18])[n:11]([CH3:19])[c:12]3[c:13]2[n:14][cH:15][cH:16][cH:17]3)[cH:7][cH:8]1. Starting materials: O=C([O-])[O-], CCOC(=O)c1[nH]cnc1C, CC#N, O=[N+]([O-])c1ccc(F)cc1F, [K+], [K+]. Yields the product CCOC(=O)c1ncn(-c2cc(F)ccc2[N+](=O)[O-])c1C. Reaction SMILES: [C:23](=[O:24])([O-:25])[O-:26].[CH3:12][c:13]1[n:14][cH:15][nH:16][c:17]1[C:18](=[O:19])[O:20][CH2:21][CH3:22].[CH3:29][C:30]#[N:31].[F:1][c:2]1[c:3]([N+:9](=[O:10])[O-:11])[cH:4][cH:5][c:6]([F:8])[cH:7]1.[K+:27].[K+:28]>>[c:2]1(-[n:14]2[c:13]([CH3:12])[c:17]([C:18](=[O:19])[O:20][CH2:21][CH3:22])[n:16][cH:15]2)[c:3]([N+:9](=[O:10])[O-:11])[cH:4][cH:5][c:6]([F:8])[cH:7]1. The reactants are NC1=C(C(=O)C2=CC(=C(C=C2)OC)OC)C=C(C(=C1)OC)OC (2-amino-4,5,3',4'-tetramethoxybenzophenone), polyphosphoric acid, COC1=C(C=CC=C1)OC (1,2-dimethoxybenzene), COC=1C=C(C(=O)O)C=CC1OC (3,4-dimethoxybenzoic acid). The product is COC=1C=C(C(=O)C2=CC(=C(C=C2)OC)OC)C=CC1OC (3,3',4,4'-tetramethoxybenzophenone). Reaction SMILES: N[C:2]1[CH:19]=[C:18]([O:20][CH3:21])[C:17]([O:22][CH3:23])=[CH:16][C:3]=1[C:4]([C:6]1[CH:11]=[CH:10][C:9]([O:12][CH3:13])=[C:8]([O:14][CH3:15])[CH:7]=1)=[O:5].COC1C=CC=CC=1OC.COC1C=C(C=CC=1OC)C(O)=O>>[CH3:15][O:14][C:8]1[CH:7]=[C:6]([CH:11]=[CH:10][C:9]=1[O:12][CH3:13])[C:4]([C:3]1[CH:2]=[CH:19][C:18]([O:20][CH3:21])=[C:17]([O:22][CH3:23])[CH:16]=1)=[O:5]. Procedure details: A process for the preparation of 2-amino-4,5,3',4'-tetramethoxybenzophenone of formula: comprising, in a first stage, acylating 1,2-dimethoxybenzene using 3,4-dimethoxybenzoic acid in the presence of polyphosphoric acid to provide 3,3',4,4'-tetramethoxybenzophenone of formula: ##STR10## in a second stage, nitrating the 3,3',4,4'-tetramethoxybenzophenone of formula II using nitric acid in the presence of acetic acid to 2-nitro-4,5,3',4'-tetramethoxybenzophenone of formula: ##STR11## and, in a thi... The reactants are C[Si](C)(C)N=C=S (trimethylsilyl isothiocyanate), CC=1C=NC=2CCCCC2C1 (3-Methyl-5,6,7,8-tetrahydroquinoline), C(C)(C)[Mg]Br (isopropylmagnesium bromide), Cl (HCl), CC=1C=NC=2CCCCC2C1 (3-methyl-5,6,7,8-tetrahydroquinoline). Solvent: C1(=CC=CC=C1)C (toluene), O (water). Run at time 12 hour. Yields the product CC=1C=NC=2C(CCCC2C1)C(N)=S (3-Methyl-5,6,7,8-tetrahydroquinoline-8-thiocarboxamide). The yield is 5.0%. RXN SMILES: [CH3:1][C:2]1[CH:3]=[N:4][C:5]2[CH2:6][CH2:7][CH2:8][CH2:9][C:10]=2[CH:11]=1.C([Mg]Br)(C)C.C[Si]([N:21]=[C:22]=[S:23])(C)C.Cl>C1(C)C=CC=CC=1.O>[CH3:1][C:2]1[CH:3]=[N:4][C:5]2[CH:6]([C:22](=[S:23])[NH2:21])[CH2:7][CH2:8][CH2:9][C:10]=2[CH:11]=1. Procedure details: 3-Methyl-5,6,7,8-tetrahydroquinoline (7.3g, 0.05 mol.) was added to a solution of isopropylmagnesium bromide [prepared from isopropylbromide (6.15g, 0.05 mol), magnesium (1.44g, 0.06 mol) in ether (10 ml.)] and the solution heated at 60° to remove the ether by distillation. Toluene (5 ml.) was added and the reaction mixture was heated at 120° for 2 hours, cooled, diluted with toluene (30 ml) and this solution was added to a solution of trimethylsilyl isothiocyanate (7.85 g, 0.06 mol) in toluene ... Starting materials: C1(=CC=CC=C1)C1=NC=C(C=C1)B1OC(C(O1)(C)C)(C)C (2-phenyl-5-(4,4,5,5-tetramethyl-1,3,2-dioxaborolan-2-yl)pyridine), [O-]P(=O)([O-])[O-].[K+].[K+].[K+] (K3PO4), C(Cl)Cl (CH2Cl2), ClC1=NC=2N(C(=C1)N(COCC[Si](C)(C)C)COCC[Si](C)(C)C)N=CC2I (5-chloro-3-iodo-N,N-bis((2-(trimethylsilyl)ethoxy)methyl)pyrazolo[1,5-a]pyrimidin-7-amine). Reagents/catalysts: C1=CC=C(C=C1)P([C-]2C=CC=C2)C3=CC=CC=C3.C1=CC=C(C=C1)P([C-]2C=CC=C2)C3=CC=CC=C3.Cl[Pd]Cl.[Fe+2] (PdCl2(dppf)). Solvent: O (H2O), O1CCOCC1 (dioxane), O (H2O). Run at temperature 70 celsius, time 8 hour. Yields the product N1=CC=C2N1C(=CC=N2)N (pyrazolo[1,5-a]pyrimidin-7-amine). RXN SMILES: C1(C2C=CC(B3OC(C)(C)C(C)(C)O3)=CN=2)C=CC=CC=1.[O-]P([O-])([O-])=O.[K+].[K+].[K+].C(Cl)Cl.Cl[C:34]1[CH:39]=[C:38]([N:40](COCC[Si](C)(C)C)COCC[Si](C)(C)C)[N:37]2[N:57]=[CH:58][C:59](I)=[C:36]2[N:35]=1>O1CCOCC1.O.C1C=CC(P(C2C=CC=CC=2)[C-]2C=CC=C2)=CC=1.C1C=CC(P(C2C=CC=CC=2)[C-]2C=CC=C2)=CC=1.Cl[Pd]Cl.[Fe+2]>[N:57]1[N:37]2[C:38]([NH2:40])=[CH:39][CH:34]=[N:35][C:36]2=[CH:59][CH:58]=1 |f:1.2.3.4,9.10.11.12|. Reported procedure: 2-phenyl-5-(4,4,5,5-tetramethyl-1,3,2-dioxaborolan-2-yl)pyridine (2.38 mmol, 675 mg), K3PO4 (5.96 mmol, 1264 mg), and PdCl2(dppf).CH2Cl2 (0.20 mmol, 162 mg) were added to a solution of 5-chloro-3-iodo-N,N-bis((2-(trimethylsilyl)ethoxy)methyl)pyrazolo[1,5-a]pyrimidin-7-amine (1.98 mmol, 1101 mg) in dioxane (18 mL) and H2O (3 mL). The resulting solution was stirred at 70° C. under argon overnight. The mixture was diluted with H2O and then extracted with ethyl acetate (×2). The combined organic lay... Starting materials: O=C([O-])O, CS(=O)(=O)Cl, CC#N, Nc1cccc(-c2ccc(C(=O)O)c(=O)[nH]2)c1, [Na+], [Na+], [OH-], O. The product is CS(=O)(=O)Nc1cccc(-c2ccc(C(=O)O)c(=O)[nH]2)c1. Reaction SMILES: [C:18](=[O:19])([OH:20])[O-:21].[CH3:23][S:24]([Cl:25])(=[O:26])=[O:27].[CH3:30][C:31]#[N:32].[NH2:1][c:2]1[cH:3][c:4](-[c:8]2[nH:9][c:10](=[O:17])[c:11]([C:12](=[O:13])[OH:14])[cH:15][cH:16]2)[cH:5][cH:6][cH:7]1.[Na+:22].[Na+:29].[OH-:28].[OH2:33]>>[NH:1]([c:2]1[cH:3][c:4](-[c:8]2[nH:9][c:10](=[O:17])[c:11]([C:12](=[O:13])[OH:14])[cH:15][cH:16]2)[cH:5][cH:6][cH:7]1)[S:24]([CH3:23])(=[O:26])=[O:27]. Yield: 21.8%. Reaction conditions: time 3 hour. Yields the product OC1(C(CCCC1)NC(OC(C)(C)C)=O)C (tert-butyl 2-hydroxy-2-methylcyclohexylcarbamate). Run in O1CCCC1 (tetrahydrofuran). Reaction SMILES: [CH3:1][Mg]Cl.[O:4]=[C:5]1[CH2:10][CH2:9][CH2:8][CH2:7][CH:6]1[NH:11][C:12](=[O:18])[O:13][C:14]([CH3:17])([CH3:16])[CH3:15]>O1CCCC1>[OH:4][C:5]1([CH3:1])[CH2:10][CH2:9][CH2:8][CH2:7][CH:6]1[NH:11][C:12](=[O:18])[O:13][C:14]([CH3:15])([CH3:17])[CH3:16]. Starting materials: C[Mg]Cl (methyl magnesium chloride), O=C1C(CCCC1)NC(OC(C)(C)C)=O (tert-butyl 2-oxocyclohexylcarbamate). Reported procedure: A solution of methyl magnesium chloride (3M in tetrahydrofuran, 19 ml, 57 mmol) was added to a solution of tert-butyl 2-oxocyclohexylcarbamate (4.0 g, 18.8 mmol) (Synth. Commun. (1992), 22(20), 3003–12) in tetrahydrofuran (80 ml) at −78° C. The mixture was allowed to warm to ambient temperature and was stirred for 3 h. The mixture was quenched by the addition of saturated ammonium chloride solution (20 ml) and was partitioned between water and diethyl diethyl ether. The organic phase was washed ...